This data is from the Open Reaction Database (ORD), a public repository of structured organic reaction records. The task is: describe an organic reaction: reactants, conditions, products, and yield Reactants: FC1(CC(C1)C(C#N)(C)C)F (2-(3,3-Difluorocyclobutyl)-2-methylpropanenitrile), aqueous solution, [OH-].[Na+] (NaOH), C(C)O (ethanol). The solvent is O (H2O). Conditions: temperature 90 celsius, time 12 hour. The product is FC1(CC(C1)C(C(=O)O)(C)C)F (2-(3,3-Difluorocyclobutyl)-2-methylpropanoic acid). Yield: 60.0%. RXN SMILES: [F:1][C:2]1([F:11])[CH2:5][CH:4]([C:6]([CH3:10])([CH3:9])[C:7]#N)[CH2:3]1.[OH-:12].[Na+].C([OH:16])C>O>[F:1][C:2]1([F:11])[CH2:5][CH:4]([C:6]([CH3:10])([CH3:9])[C:7]([OH:16])=[O:12])[CH2:3]1 |f:1.2|. Procedure details: To a solution of Intermediate 226A (150 mg, 0.942 mmol) in ethanol (10 mL) and H2O (10 mL) was added a 10% aqueous solution of NaOH (10 mL, 0.942 mmol) and the reaction mixture was stirred at 90° C. for 12 h. The reaction was then concentrated and the pH of the resultant residue was adjusted to 4 with a 1.5 N aq. solution of HCl and then extracted with EtOAc (3×10 mL). The combined organic layer was dried over Na2SO4, filtered and the filtrate evaporated under reduced pressure to afford Intermed...